The task is: describe an organic reaction: reactants, conditions, products, and yield. This data is from the Open Reaction Database (ORD), a public repository of structured organic reaction records. Starting materials: C1(=CC=C(C=C1)C(=O)N)C (p-toluamide), N1=CC=CC=C1 (pyridine), S(=O)(Cl)Cl (thionyl chloride). Solvent: CCOCC (ether), CCOCC (ether). Conditions: time 5 minute. Yields the product S(=O)=NC(=O)C1=CC=C(C=C1)C (N-Sulfinyl-4-toluamide). RXN SMILES: [C:1]1([CH3:10])[CH:6]=[CH:5][C:4]([C:7]([NH2:9])=[O:8])=[CH:3][CH:2]=1.N1C=CC=CC=1.[S:17](Cl)(Cl)=[O:18]>CCOCC>[S:17](=[N:9][C:7]([C:4]1[CH:5]=[CH:6][C:1]([CH3:10])=[CH:2][CH:3]=1)=[O:8])=[O:18]. Procedure details: 10 g of p-toluamide were suspended in 100 ml of ether and 12.5 ml of pyridine under argon. The 5.8 ml of thionyl chloride dissolved in 10 ml of ether were added dropwise at 5° C. and the mixture was stirred for a further 5 minutes. Subsequently, the cooling was removed and the mixture was stirred at room temperature for a further 16 hours. Under argon, the solid pyridinium hydrochloride was then filtered off, and then the solution was concentrated. The residue was used without further workup. Product: Cc1ccc(Oc2ccc(C=C[N+](=O)[O-])s2)cc1. RXN SMILES: [CH3:1][C:2](=[O:3])[OH:4].[CH3:25][C:26](=[O:27])[O-:28].[CH3:29][CH2:30][O:31][C:32](=[O:33])[CH3:34].[N+:20](=[O:21])([O-:22])[CH3:23].[NH4+:24].[OH2:35].[c:5]1([CH3:19])[cH:6][cH:7][c:8]([O:11][c:12]2[cH:13][cH:14][c:15]([CH:17]=[O:18])[s:16]2)[cH:9][cH:10]1>>[c:5]1([CH3:19])[cH:6][cH:7][c:8]([O:11][c:12]2[cH:13][cH:14][c:15]([CH:17]=[CH:23][N+:20](=[O:21])[O-:22])[s:16]2)[cH:9][cH:10]1. The reactants are CC(=O)O, CC(=O)[O-], CCOC(C)=O, C[N+](=O)[O-], [NH4+], O, Cc1ccc(Oc2ccc(C=O)s2)cc1. Reactants: C(C1=CC=CC=C1)SCCNC(=O)N (2-benzylthio ethylurea), OO (H2O2). Solvent: C(=O)O (formic acid). Run at temperature 30 celsius, time 2 hour. Yields the product C(C1=CC=CC=C1)S(=O)CCNC(=O)N (2-benzylsulfinyl ethylurea). Reaction SMILES: [CH2:1]([S:8][CH2:9][CH2:10][NH:11][C:12]([NH2:14])=[O:13])[C:2]1[CH:7]=[CH:6][CH:5]=[CH:4][CH:3]=1.[OH:15]O>C(O)=O>[CH2:1]([S:8]([CH2:9][CH2:10][NH:11][C:12]([NH2:14])=[O:13])=[O:15])[C:2]1[CH:7]=[CH:6][CH:5]=[CH:4][CH:3]=1. Reported procedure: To a solution of 2-benzylthio ethylurea (0.03 mole) in 12 ml of formic acid, there are added 3 ml of H2O2 (110 volumes). The resulting solution is agitated for 2 hours while maintaining the temperature at 30° C. The solution is then concentrated under reduced pressure and the resulting oil residue, taken up in sulfuric ether, solidifies. The product obtained (4.8 g) is crystallized in acetonitrile and has a melting point of 110° C.